Dataset: the Open Reaction Database (ORD), a public repository of structured organic reaction records. Task: describe an organic reaction: reactants, conditions, products, and yield The reactants are BrC=1C(=C2C(CCSC2=C(C1)C)=O)C (6-bromo-5,8-dimethylthiochroman-4-one), [BH4-].[Na+] (sodium borohydride), C(Cl)Cl (methylene chloride), CO (methanol). Run in O (water). Run at temperature 0 celsius. The product is BrC=1C(=C2C(CCSC2=C(C1)C)O)C (6-bromo-5,8-dimethyl-4-hydroxythiochroman). Yield: 99.8%. RXN SMILES: [Br:1][C:2]1[C:3]([CH3:14])=[C:4]2[C:9](=[C:10]([CH3:12])[CH:11]=1)[S:8][CH2:7][CH2:6][C:5]2=[O:13].C(Cl)Cl.CO.[BH4-].[Na+]>O>[Br:1][C:2]1[C:3]([CH3:14])=[C:4]2[C:9](=[C:10]([CH3:12])[CH:11]=1)[S:8][CH2:7][CH2:6][CH:5]2[OH:13] |f:3.4|. Procedure: A 100 ml three-necked flask was charged with 5.9 g (0.022 mol) of 6-bromo-5,8-dimethylthiochroman-4-one, and then, 30 ml of methylene chloride and 10 ml of methanol were added and dissolved. The entire reaction system was cooled to 0° C. in an ice salt bath, and 0.42 g.(0.011 mol) of sodium borohydride was added by small portions. Thereafter, the mixture was allowed to react for 2 hours while it was cooled as above. The reaction mixture was poured into 100 ml of water, and the mixture was extrac... Yield: 94.9%. Procedure: Dimethyl-4-amino-isophthalate (9 g) in 60 ml of dioxane and 18 ml of pyridine is treated with hexanoyl chloride (8.8 g) at room temperature for 16 hours. After dilution with water and extraction with ethyl acetate, the solution is washed with 40% citric acid and 5% NaHCO3 and evaporated to dryness, so obtaining dimethyl-4-hexanoylamino-isophthalate (14.8 g) that is dissolved in 75 ml of dioxane and treated with 75 ml of 2 N NaOH at room temperature for 6 hours. After acidification with HCl the p... RXN SMILES: C[O:2][C:3](=[O:15])[C:4]1[CH:13]=[CH:12][C:11]([NH2:14])=[C:6]([C:7]([O:9]C)=[O:8])[CH:5]=1.[C:16](Cl)(=[O:22])[CH2:17][CH2:18][CH2:19][CH2:20][CH3:21]>O1CCOCC1.N1C=CC=CC=1>[C:16]([NH:14][C:11]1[CH:12]=[CH:13][C:4]([C:3]([OH:2])=[O:15])=[CH:5][C:6]=1[C:7]([OH:9])=[O:8])(=[O:22])[CH2:17][CH2:18][CH2:19][CH2:20][CH3:21]. Starting materials: COC(C1=CC(C(=O)OC)=C(C=C1)N)=O (Dimethyl-4-amino-isophthalate), C(CCCCC)(=O)Cl (hexanoyl chloride). Yields the product C(CCCCC)(=O)NC1=C(C=C(C(=O)O)C=C1)C(=O)O (4-hexanoylamino-isophthalic acid). Run in O1CCOCC1 (dioxane), N1=CC=CC=C1 (pyridine).